Dataset: the Open Reaction Database (ORD), a public repository of structured organic reaction records. Task: describe an organic reaction: reactants, conditions, products, and yield Starting materials: O=N[O-], NC(N)=O, Nc1ccc(C(=O)O)c(Cl)c1, [Na+], O=S(=O)(O)O. Product: O=C(O)c1ccc(O)cc1Cl. As a reaction SMILES: [N:12](=[O:13])[O-:14].[NH2:16][C:17](=[O:18])[NH2:19].[NH2:1][c:2]1[cH:3][cH:4][c:5]([C:6]([OH:7])=[O:8])[c:9]([Cl:10])[cH:11]1.[Na+:15].[S:20](=[O:21])(=[O:22])([OH:23])[OH:24]>>[c:2]1([OH:13])[cH:3][cH:4][c:5]([C:6]([OH:7])=[O:8])[c:9]([Cl:10])[cH:11]1. The reactants are FC(F)(F)c1nnc2ccc(N3CCNCC3)nn12, O=Cc1cnccn1. The product is FC(F)(F)c1nnc2ccc(N3CCN(Cc4cnccn4)CC3)nn12. Reaction SMILES: [N:1]1([c:7]2[cH:8][cH:9][c:10]3[n:11]([n:12]2)[c:13]([C:16]([F:17])([F:18])[F:19])[n:14][n:15]3)[CH2:2][CH2:3][NH:4][CH2:5][CH2:6]1.[n:20]1[c:21]([CH:26]=[O:27])[cH:22][n:23][cH:24][cH:25]1>>[N:1]1([c:7]2[cH:8][cH:9][c:10]3[n:11]([n:12]2)[c:13]([C:16]([F:17])([F:18])[F:19])[n:14][n:15]3)[CH2:2][CH2:3][N:4]([CH2:26][c:21]2[n:20][cH:25][cH:24][n:23][cH:22]2)[CH2:5][CH2:6]1. Starting materials: C1(C=2C(C(N1CS(=O)(=O)Cl)=O)=CC=CC2)=O (phthalimidomethanesulfonyl chloride), C(C)(C)(C)NS(=O)(=O)N1N=NN=C1SC (1-N-t-butylsulfamoyl methyltetrazole-5-thiol), C(C)(C)(C)NS(=O)(=O)CN1N=NN=C1S (1-N-t-butylsulfamoylmethyltetrazole-5-thiol), C1(C=2C(C(N1CCS(=O)(=O)Cl)=O)=CC=CC2)=O (2-phthalimidoethanesulfonyl chloride), C(C)(C)(C)NS(=O)(=O)CN1C(C=2C(C1=O)=CC=CC2)=O (N-t-butylphthalimidomethanesulfonamide), FC(C(=O)O)(F)F (trifluoroacetic acid). Yields the product S(N)(=O)(=O)CN1N=NN=C1S (1-sulfamoylmethyltetrazole-5-thiol). Reaction SMILES: C1(=O)N(CS(Cl)(=O)=O)C(=O)C2=CC=CC=C12.C1(=O)N(CCS(Cl)(=O)=O)C(=O)C2=CC=CC=C12.C(NS(CN1C(=O)C2=CC=CC=C2C1=O)(=O)=O)(C)(C)C.C(NS(N1C(SC)=NN=N1)(=O)=O)(C)(C)C.C([NH:73][S:74]([CH2:77][N:78]1[C:82]([SH:83])=[N:81][N:80]=[N:79]1)(=[O:76])=[O:75])(C)(C)C.FC(F)(F)C(O)=O>>[S:74]([CH2:77][N:78]1[C:82]([SH:83])=[N:81][N:80]=[N:79]1)(=[O:76])(=[O:75])[NH2:73]. Reported procedure: When phthalimidomethanesulfonyl chloride is substituted in the procedure of Example 3 for 2-phthalimidoethanesulfonyl chloride, N-t-butylphthalimidomethanesulfonamide is prepared which is converted to 1-N-t-butylsulfamoyl methyltetrazole-5-thiol as described therein. Treatment of 1-N-t-butylsulfamoylmethyltetrazole-5-thiol with trifluoroacetic acid as described in Example 3 gives 1-sulfamoylmethyltetrazole-5-thiol. Reactants: S1C(=CC=C1)CC(=O)NC1[C@@H]2N(C(C(=CS2)C=O)C(=O)OC(C2=CC=CC=C2)C2=CC=CC=C2)C1=O (diphenylmethyl 7-(2-thienylacetamido)-3-formyl-2-cephem-4-carboxylate), C[Mg]I (methylmagnesium iodide), diphenylmethyl 7-(2-thienylacetamido)-3-(1-iodomagnesium oxyethyl)-2-cephem-4-carboxylate, [Cl-].[NH4+] (ammonium chloride). Run in O1CCCC1 (tetrahydrofuran), C1(=CC=CC=C1)C (toluene), CCOCC (ether). Run at time 15 minute. The product is S1C(=CC=C1)CC(=O)NC1[C@@H]2N(C(C(=CS2)C(C)O)C(=O)OC(C2=CC=CC=C2)C2=CC=CC=C2)C1=O (diphenylmethyl 7-(2-thienylacetamido)-3-(1-hydroxyethyl)-2-cephem-4-carboxylate). Yield: 36.3%. As a reaction SMILES: [S:1]1[CH:5]=[CH:4][CH:3]=[C:2]1[CH2:6][C:7]([NH:9][CH:10]1[C:35](=[O:36])[N:12]2[CH:13]([C:19]([O:21][CH:22]([C:29]3[CH:34]=[CH:33][CH:32]=[CH:31][CH:30]=3)[C:23]3[CH:28]=[CH:27][CH:26]=[CH:25][CH:24]=3)=[O:20])[C:14]([CH:17]=[O:18])=[CH:15][S:16][C@H:11]12)=[O:8].[CH3:37][Mg]I.[Cl-].[NH4+]>O1CCCC1.C1(C)C=CC=CC=1.CCOCC>[S:1]1[CH:5]=[CH:4][CH:3]=[C:2]1[CH2:6][C:7]([NH:9][CH:10]1[C:35](=[O:36])[N:12]2[CH:13]([C:19]([O:21][CH:22]([C:23]3[CH:24]=[CH:25][CH:26]=[CH:27][CH:28]=3)[C:29]3[CH:34]=[CH:33][CH:32]=[CH:31][CH:30]=3)=[O:20])[C:14]([CH:17]([OH:18])[CH3:37])=[CH:15][S:16][C@H:11]12)=[O:8] |f:2.3|. Reported procedure: To a stirred solution of diphenylmethyl 7-(2-thienylacetamido)-3-formyl-2-cephem-4-carboxylate (1.556 g) in a mixture of tetrahydrofuran (30 ml) and toluene (30 ml) is added a solution of methylmagnesium iodide (1.853 mM/ml) in ether (13 ml) during 4 minutes at -40° C. After 15 minutes, the reaction mixture containig diphenylmethyl 7-(2-thienylacetamido)-3-(1-iodomagnesium oxyethyl)-2-cephem-4-carboxylate is poured into an aqueous saturated solution of ammonium chloride (30 ml), and is extracted...